This data is from the Open Reaction Database (ORD), a public repository of structured organic reaction records. The task is: describe an organic reaction: reactants, conditions, products, and yield Reactants: CCCc1nn(C)c2c(=O)[nH]c(-c3cc(C(=O)CBr)ccc3OCC)nc12, O=C([O-])[O-], CCOC(C)=O, C1CCNCC1, CCCCCC, CC#N, [K+], [K+]. The product is CCCc1nn(C)c2c(=O)[nH]c(-c3cc(C(=O)CN4CCCCC4)ccc3OCC)nc12. As a reaction SMILES: [Br:7][CH2:8][C:9](=[O:10])[c:11]1[cH:12][cH:13][c:14]([O:31][CH2:32][CH3:33])[c:15](-[c:17]2[nH:18][c:19](=[O:30])[c:20]3[c:21]([n:22]2)[c:23]([CH2:27][CH2:28][CH3:29])[n:24][n:25]3[CH3:26])[cH:16]1.[C:34](=[O:35])([O-:36])[O-:37].[C:46]([O:47][CH2:48][CH3:49])(=[O:50])[CH3:51].[CH2:1]1[CH2:2][CH2:3][NH:4][CH2:5][CH2:6]1.[CH3:40][CH2:41][CH2:42][CH2:43][CH2:44][CH3:45].[CH3:52][C:53]#[N:54].[K+:38].[K+:39]>>[CH2:1]1[CH2:2][CH2:3][N:4]([CH2:8][C:9](=[O:10])[c:11]2[cH:12][cH:13][c:14]([O:31][CH2:32][CH3:33])[c:15](-[c:17]3[nH:18][c:19](=[O:30])[c:20]4[c:21]([n:22]3)[c:23]([CH2:27][CH2:28][CH3:29])[n:24][n:25]4[CH3:26])[cH:16]2)[CH2:5][CH2:6]1.